From a dataset of the Open Reaction Database (ORD), a public repository of structured organic reaction records. describe an organic reaction: reactants, conditions, products, and yield Starting materials: FC1=C(C=C(C=C1)CS(=O)(=O)Cl)OC1=CC=CC=C1 ((4-fluoro-3-phenoxyphenyl)methanesulfonyl chloride), resultant solution, [F-].[K+] (potassium fluoride), [F-].C(CCC)[N+](CCCC)(CCCC)CCCC (tetrabutylamonium fluoride), O (water). Run in C(C)#N (acetonitrile). Run at time 1 day. The product is ethyl acetate hexanes, FC1=C(C=C(C=C1)CS(=O)(=O)F)OC1=CC=CC=C1 ((4-fluoro-3-phenoxyphenyl)methanesulfonyl fluoride). Yield: 42.8%. As a reaction SMILES: [F:1][C:2]1[CH:7]=[CH:6][C:5]([CH2:8][S:9](Cl)(=[O:11])=[O:10])=[CH:4][C:3]=1[O:13][C:14]1[CH:19]=[CH:18][CH:17]=[CH:16][CH:15]=1.[F-:20].[K+].[F-].C([N+](CCCC)(CCCC)CCCC)CCC.O>C(#N)C>[F:1][C:2]1[CH:7]=[CH:6][C:5]([CH2:8][S:9]([F:20])(=[O:11])=[O:10])=[CH:4][C:3]=1[O:13][C:14]1[CH:19]=[CH:18][CH:17]=[CH:16][CH:15]=1 |f:1.2,3.4|. Procedure: The sulfonyl chloride obtained in step 2 (2.0 g, 6.65 mmol) is diluted with acetonitrile (20 ml). The resultant solution is treated with potassium fluoride (1.93 g, 33.25 mmol) and tetrabutylamonium fluoride (0.208 g, 0.66 mmol), stirred at room temperature for one day, poured into water, and extracted with ethyl acetate. The organic extract is washed with water, dried over anhydrous sodium sulfate, and concentrated in vacuo to obtain a residue. Flash chromatography of the residue on silica gel ...